From a dataset of the Open Reaction Database (ORD), a public repository of structured organic reaction records. describe an organic reaction: reactants, conditions, products, and yield Reactants: [H-], CCOC(=O)N1CCC(N(c2ccccc2)c2ccccc2)C(OC)C1. The product is COC1CNCCC1N(c1ccccc1)c1ccccc1. Reaction SMILES: [H-:27].[c:1]1([N:7]([CH:8]2[CH:9]([O:19][CH3:20])[CH2:10][N:11]([C:14]([O:15][CH2:16][CH3:17])=[O:18])[CH2:12][CH2:13]2)[c:21]2[cH:22][cH:23][cH:24][cH:25][cH:26]2)[cH:2][cH:3][cH:4][cH:5][cH:6]1>>[c:1]1([N:7]([CH:8]2[CH:9]([O:19][CH3:20])[CH2:10][NH:11][CH2:12][CH2:13]2)[c:21]2[cH:22][cH:23][cH:24][cH:25][cH:26]2)[cH:2][cH:3][cH:4][cH:5][cH:6]1. Starting materials: O=C1Nc2cc(Br)ccc2N2CCc3cccc1c32, C1COCCN1, Cc1ccccc1, [Cl-], [Cl-], [Cl-], [Cl-], [Na+], [OH-], [Ti+4]. The product is Brc1ccc2c(c1)N=C(N1CCOCC1)c1cccc3c1N2CC3. As a reaction SMILES: [Br:1][c:2]1[cH:3][c:4]2[c:5]([cH:18][cH:19]1)[N:6]1[c:7]3[c:8]([cH:12][cH:13][cH:14][c:15]3[CH2:16][CH2:17]1)[C:9](=[O:11])[NH:10]2.[CH2:20]1[CH2:21][O:22][CH2:23][CH2:24][NH:25]1.[CH3:33][c:34]1[cH:35][cH:36][cH:37][cH:38][cH:39]1.[Cl-:28].[Cl-:29].[Cl-:30].[Cl-:31].[Na+:27].[OH-:26].[Ti+4:32]>>[Br:1][c:2]1[cH:3][c:4]2[c:5]([cH:18][cH:19]1)[N:6]1[c:7]3[c:8]([cH:12][cH:13][cH:14][c:15]3[CH2:16][CH2:17]1)[C:9]([N:25]1[CH2:20][CH2:21][O:22][CH2:23][CH2:24]1)=[N:10]2.